describe an organic reaction: reactants, conditions, products, and yield From a dataset of the Open Reaction Database (ORD), a public repository of structured organic reaction records. Starting materials: ClC1=NC=C(C=2NC=3C=CC=CC3C21)C(=O)OC (methyl 1-chloro-5H-pyrido[4,3-b]indole-4-carboxylate), [Li]N (LiNH2). The solvent is C1CCOC1 (THF). Reaction conditions: temperature 100 celsius. Yields the product ClC1=NC=C(C=2NC=3C=CC=CC3C21)C(=O)N (1-Chloro-5H-pyrido[4,3-b]indole-4-carboxamide). RXN SMILES: [Cl:1][C:2]1[C:14]2[C:13]3[CH:12]=[CH:11][CH:10]=[CH:9][C:8]=3[NH:7][C:6]=2[C:5]([C:15]([O:17]C)=O)=[CH:4][N:3]=1.[Li][NH2:20]>C1COCC1>[Cl:1][C:2]1[C:14]2[C:13]3[CH:12]=[CH:11][CH:10]=[CH:9][C:8]=3[NH:7][C:6]=2[C:5]([C:15]([NH2:20])=[O:17])=[CH:4][N:3]=1. Procedure details: A mixture containing methyl 1-chloro-5H-pyrido[4,3-b]indole-4-carboxylate and LiNH2 (prepared in situ from ammonia and n-BuLi; 1.0 M in THF; 3.5 equiv) in THF (0.09 M) was heated in a microwave reactor at 100° C. for 1 min in a sealed tube. The reaction mixture was cooled to room temperature and partitioned between EtOAc and saturated NaHCO3. After separation of the organic phase, the aqueous phase was extracted again with EtOAc, and the combined organic phases were washed with brine, dried over... Starting materials: O=C(n1ccnc1)n1ccnc1, CC(C)(C)c1ccc(C(=O)O)cc1, ClCCl, Nc1cccc([N+](=O)[O-])c1O, O. The product is CC(C)(C)c1ccc(C(=O)Nc2cccc([N+](=O)[O-])c2O)cc1. Reaction SMILES: [C:14]([n:15]1[cH:16][cH:17][n:18][cH:19]1)([n:20]1[cH:21][cH:22][n:23][cH:24]1)=[O:25].[C:1]([CH3:2])([CH3:3])([CH3:4])[c:5]1[cH:6][cH:7][c:8]([C:9](=[O:10])[OH:11])[cH:12][cH:13]1.[Cl:38][CH2:39][Cl:40].[NH2:26][c:27]1[c:28]([OH:36])[c:29]([N+:33](=[O:34])[O-:35])[cH:30][cH:31][cH:32]1.[OH2:37]>>[C:1]([CH3:2])([CH3:3])([CH3:4])[c:5]1[cH:6][cH:7][c:8]([C:9](=[O:11])[NH:26][c:27]2[c:28]([OH:36])[c:29]([N+:33](=[O:34])[O-:35])[cH:30][cH:31][cH:32]2)[cH:12][cH:13]1.